The task is: describe an organic reaction: reactants, conditions, products, and yield. This data is from the Open Reaction Database (ORD), a public repository of structured organic reaction records. Starting materials: C(CCC)[Sn](CCCC)(CCCC)Cl (tributyltin chloride), [Li]CCCC (n-BuLi), C[Si](C=1SC=CN1)(C)C (2-(trimethylsilyl)thiazole). Solvent: CCOCC (ether), CCOCC (ether), CCOCC (ether). Conditions: temperature -78 celsius, time 1 hour. Yields the product C(CCC)[Sn](C1=CN=C(S1)[Si](C)(C)C)(CCCC)CCCC (5-Tributylstannanyl-2-trimethylsilanylthiazole). RXN SMILES: [Li]CCCC.[CH3:6][Si:7]([CH3:14])([CH3:13])[C:8]1[S:9][CH:10]=[CH:11][N:12]=1.[CH2:15]([Sn:19](Cl)([CH2:24][CH2:25][CH2:26][CH3:27])[CH2:20][CH2:21][CH2:22][CH3:23])[CH2:16][CH2:17][CH3:18]>CCOCC>[CH2:24]([Sn:19]([CH2:15][CH2:16][CH2:17][CH3:18])([CH2:20][CH2:21][CH2:22][CH3:23])[C:10]1[S:9][C:8]([Si:7]([CH3:14])([CH3:13])[CH3:6])=[N:12][CH:11]=1)[CH2:25][CH2:26][CH3:27]. Reported procedure: To a solution of n-BuLi (2.5M in hexane, 6.0 mL, 15 mmol) in ether (60 mL) at −78° C. is added a solution of 2-(trimethylsilyl)thiazole (2.0 mL, 12.5 mmol) in ether (20 mL) dropwise. The mixture is stirred at −78° C. for 1 h then tributyltin chloride (4.04 mL, 15 mmol) in ether (25 mL) is added dropwise and stirring is continued at −78° C. for 1 h. The reaction mixture is washed with saturated NaHCO3, dried over anhydrous MgSO4 and concentrated to afford the title compound as a yellow oil which ... Reactants: [N+](=O)([O-])C(CCC(=O)NNC(C(C(F)(F)F)(F)F)=O)([N+](=O)[O-])[N+](=O)[O-] (N-(4,4,4-trinitrobutyryl)-N'-(perfluoropropionyl)hydrazine), P(Cl)(Cl)(Cl)(Cl)Cl (phosphorus pentachloride). Solvent: ClCCCl (1,2-dichloroethane), C(Cl)Cl (CH2Cl2). Product: [N+](=O)([O-])C(CCC=1OC(=NN1)C(C(F)(F)F)(F)F)([N+](=O)[O-])[N+](=O)[O-] (2-(3,3,3-trinitropropyl)-5-(perfluoroethyl)-1,3,4-oxadiazole). As a reaction SMILES: [N+:1]([C:4]([N+:23]([O-:25])=[O:24])([N+:20]([O-:22])=[O:21])[CH2:5][CH2:6][C:7]([NH:9][NH:10][C:11](=[O:19])[C:12]([F:18])([F:17])[C:13]([F:16])([F:15])[F:14])=O)([O-:3])=[O:2].P(Cl)(Cl)(Cl)(Cl)Cl>ClCCCl.C(Cl)Cl>[N+:1]([C:4]([N+:23]([O-:25])=[O:24])([N+:20]([O-:22])=[O:21])[CH2:5][CH2:6][C:7]1[O:19][C:11]([C:12]([F:17])([F:18])[C:13]([F:15])([F:16])[F:14])=[N:10][N:9]=1)([O-:3])=[O:2]. Procedure: A solution containing 0.6 g (0.0016 mole) of N-(4,4,4-trinitrobutyryl)-N'-(perfluoropropionyl)hydrazine and 0.8 g (0.0038 mole) of phosphorus pentachloride in 7 mL of 1,2-dichloroethane was held at reflux temperature for 4 hours before the volatiles were removed to give an oil residue. The residue was dissolved in CH2Cl2, washed with water, and chromatographed on Silica gel 40 (CH2Cl2 as eluent) to give the product, 2-(3,3,3-trinitropropyl)-5-(perfluoroethyl)-1,3,4-oxadiazole, 0.4 g (70%), mp 36... Reactants: COC=1C=C2C(=NC=NC2=CC1OC)OC1=CC(=C(N)C=C1)[N+](=O)[O-] (4-[(6,7-Dimethoxy-4-quinazolinyl)oxy]-2-nitroaniline), ClC(Cl)(OC(OC(Cl)(Cl)Cl)=O)Cl (triphosgene), C([O-])(O)=O.[Na+] (sodium bicarbonate), C(CCCCC)O (1-hexanol). The solvent is C(C)N(CC)CC (triethylamine), C1(=CC=CC=C1)C (toluene), C(Cl)Cl (methylene chloride). Product: COC=1C=C2C(=NC=NC2=CC1OC)OC1=CC(=C(C=C1)NC(OCCCCCC)=O)[N+](=O)[O-] (Hexyl N-{4-[(6,7-dimethoxy-4-quinazolinyl)oxy]-2-nitrophenyl}carbamate). The yield is 79.3%. RXN SMILES: [CH3:1][O:2][C:3]1[CH:4]=[C:5]2[C:10](=[CH:11][C:12]=1[O:13][CH3:14])[N:9]=[CH:8][N:7]=[C:6]2[O:15][C:16]1[CH:22]=[CH:21][C:19]([NH2:20])=[C:18]([N+:23]([O-:25])=[O:24])[CH:17]=1.Cl[C:27](Cl)([O:29][C:30](=[O:36])OC(Cl)(Cl)Cl)Cl.[CH2:38](O)[CH2:39][CH2:40][CH2:41][CH2:42]C.C(=O)(O)[O-].[Na+]>C(Cl)Cl.C(N(CC)CC)C.C1(C)C=CC=CC=1>[CH3:1][O:2][C:3]1[CH:4]=[C:5]2[C:10](=[CH:11][C:12]=1[O:13][CH3:14])[N:9]=[CH:8][N:7]=[C:6]2[O:15][C:16]1[CH:22]=[CH:21][C:19]([NH:20][C:30](=[O:36])[O:29][CH2:27][CH2:38][CH2:39][CH2:40][CH2:41][CH3:42])=[C:18]([N+:23]([O-:25])=[O:24])[CH:17]=1 |f:3.4|. Procedure: 4-[(6,7-Dimethoxy-4-quinazolinyl)oxy]-2-nitroaniline (100 mg) was added to toluene (10 ml) and triethylamine (1 ml), and the mixture was heated under reflux to prepare a solution. A solution of triphosgene (140 mg) in methylene chloride was then added thereto, and the mixture was heated under reflux for 10 min. Next, 1-hexanol (45 mg) was added thereto, and the mixture was further stirred with heating under reflux for 3 hr. A saturated aqueous sodium bicarbonate solution was added to stop the re... The reactants are ClC1=C(OC2CN(C2)C(=O)Cl)C(=CC=C1)C (3-(2-chloro-6-methylphenoxy)-1-azetidinecarbonyl chloride), CNC (dimethylamine). The solvent is O (water), O1CCCC1 (tetrahydrofuran). Run at time 72 hour. Product: ClC1=C(OC2CN(C2)C(=O)N(C)C)C(=CC=C1)C (3-(2-Chloro-6-methylphenoxy)-N,N-dimethyl-1-azetidinecarboxamide). Reaction SMILES: [Cl:1][C:2]1[CH:15]=[CH:14][CH:13]=[C:12]([CH3:16])[C:3]=1[O:4][CH:5]1[CH2:8][N:7]([C:9](Cl)=[O:10])[CH2:6]1.[CH3:17][NH:18][CH3:19]>O1CCCC1.O>[Cl:1][C:2]1[CH:15]=[CH:14][CH:13]=[C:12]([CH3:16])[C:3]=1[O:4][CH:5]1[CH2:8][N:7]([C:9]([N:18]([CH3:19])[CH3:17])=[O:10])[CH2:6]1. Procedure: A stirred solution of 3.9 g (0.015 mole) of 3-(2-chloro-6-methylphenoxy)-1-azetidinecarbonyl chloride in 20 mL of tetrahydrofuran was treated all at once with 5.1 mL (0.045 mole) of 40% aqueous dimethylamine. After stirring for 72 h the raction mixture was diluted with 200 mL of water and the oil which separated was extracted into methylene chloride (3×30 mL). The combined extracts were dried by filtering through Whatman PS paper and concentrated in vacuo (3.6 g). The crude oil solidified when c... RXN SMILES: [CH:1]12[CH2:7][CH:4]([CH2:5][CH2:6]1)[CH2:3][CH:2]2[O:8][C:9]1[CH:10]=[C:11]([CH:14]=[CH:15][C:16]=1[O:17][CH3:18])[CH:12]=O.[C-:19]#[N:20].[Na+].[C:22](=[O:25])([O-])[O-].[NH4+:26].[NH4+].[OH2:28]>C(O)C>[CH:1]12[CH2:7][CH:4]([CH2:5][CH2:6]1)[CH2:3][CH:2]2[O:8][C:9]1[CH:10]=[C:11]([CH:12]2[NH:26][C:19](=[O:28])[NH:20][C:22]2=[O:25])[CH:14]=[CH:15][C:16]=1[O:17][CH3:18] |f:1.2,3.4.5|. Yield: 71.0%. The solvent is C(C)O (ethanol). Product: C12C(CC(CC1)C2)OC=2C=C(C=CC2OC)C2C(NC(N2)=O)=O (5-[3-(Bicyclo[2.2.1]hept-2-yloxy]-4-Methoxyphenyl]-2,4-Imidazolidinedione). Reactants: O (water), C12C(CC(CC1)C2)OC=2C=C(C=O)C=CC2OC (3-(Bicyclo[2.2.1]hept-2-yloxy)-4-Methoxybenzaldehyde), [C-]#N.[Na+] (sodium cyanide), C([O-])([O-])=O.[NH4+].[NH4+] (ammonium carbonate). Reported procedure: 3-(Bicyclo[2.2.1]hept-2-yloxy)-4-Methoxybenzaldehyde (20.0 g, 81.3 mmol), sodium cyanide (8.0 g, 162.6 mmol) and ammonium carbonate (32.0 g, 333.3 mmol) are dissolved in 100 ml ethanol and 100 ml water and refluxed for 4 hours. The reaction is cooled, neutralized with 1N NCl solution and the product extracted 2× ethyl acetate. The collected organics are washed with water, brine and concentrated in vacuo. The solid is redissolved in ethyl acetate, dried over Na2SO4, concentrated in vacuo and the ... The reactants are CCOC(=O)c1ccc2oc3c(c2c1)CC(N(C)C)CC3, Cl, [Na+], C1CCOC1, [OH-]. The product is CN(C)C1CCc2oc3ccc(C(=O)O)cc3c2C1. As a reaction SMILES: [CH3:1][N:2]([CH:3]1[CH2:4][c:5]2[c:6]([o:7][c:8]3[c:9]2[cH:10][c:11]([C:14](=[O:15])[O:16][CH2:17][CH3:18])[cH:12][cH:13]3)[CH2:19][CH2:20]1)[CH3:21].[ClH:29].[Na+:23].[O:24]1[CH2:25][CH2:26][CH2:27][CH2:28]1.[OH-:22]>>[CH3:1][N:2]([CH:3]1[CH2:4][c:5]2[c:6]([o:7][c:8]3[c:9]2[cH:10][c:11]([C:14](=[O:15])[OH:16])[cH:12][cH:13]3)[CH2:19][CH2:20]1)[CH3:21].